Dataset: the Open Reaction Database (ORD), a public repository of structured organic reaction records. Task: describe an organic reaction: reactants, conditions, products, and yield The reactants are C(C1=CC=CC=C1)(C1=CC=CC=C1)N1C(=C(C2=CC(=CC=C12)Cl)CCOC1=CC(=C(C(=O)OCC)C=C1)F)CCNS(=O)(=O)CC1=C(C=CC=C1)Cl (Ethyl 4-{2-[1-benzhydryl-5-chloro-2-(2-{[(2-chlorobenzyl)sulfonyl]amino}ethyl)-1H-indol-3-yl]ethoxy}-2-fluorobenzoate), C1CCOC1 (THF), [OH-].[Na+] (NaOH). The solvent is CO (MeOH). Product: C(C1=CC=CC=C1)(C1=CC=CC=C1)N1C(=C(C2=CC(=CC=C12)Cl)CCOC1=CC(=C(C(=O)O)C=C1)F)CCNS(=O)(=O)CC1=C(C=CC=C1)Cl (4-{2-[1-benzhydryl-5-chloro-2-(2-{[(2-chlorobenzyl)sulfonyl]amino}ethyl)-1H-indol-3-yl]ethoxy}2-fluorobenzoic acid). Yield: 82.0%. RXN SMILES: [CH:1]([N:14]1[C:22]2[C:17](=[CH:18][C:19]([Cl:23])=[CH:20][CH:21]=2)[C:16]([CH2:24][CH2:25][O:26][C:27]2[CH:37]=[CH:36][C:30]([C:31]([O:33]CC)=[O:32])=[C:29]([F:38])[CH:28]=2)=[C:15]1[CH2:39][CH2:40][NH:41][S:42]([CH2:45][C:46]1[CH:51]=[CH:50][CH:49]=[CH:48][C:47]=1[Cl:52])(=[O:44])=[O:43])([C:8]1[CH:13]=[CH:12][CH:11]=[CH:10][CH:9]=1)[C:2]1[CH:7]=[CH:6][CH:5]=[CH:4][CH:3]=1.C1COCC1.[OH-].[Na+]>CO>[CH:1]([N:14]1[C:22]2[C:17](=[CH:18][C:19]([Cl:23])=[CH:20][CH:21]=2)[C:16]([CH2:24][CH2:25][O:26][C:27]2[CH:37]=[CH:36][C:30]([C:31]([OH:33])=[O:32])=[C:29]([F:38])[CH:28]=2)=[C:15]1[CH2:39][CH2:40][NH:41][S:42]([CH2:45][C:46]1[CH:51]=[CH:50][CH:49]=[CH:48][C:47]=1[Cl:52])(=[O:44])=[O:43])([C:8]1[CH:9]=[CH:10][CH:11]=[CH:12][CH:13]=1)[C:2]1[CH:7]=[CH:6][CH:5]=[CH:4][CH:3]=1 |f:2.3|. Procedure: Ethyl 4-{2-[1-benzhydryl-5-chloro-2-(2-{[(2-chlorobenzyl)sulfonyl]amino}ethyl)-1H-indol-3-yl]ethoxy}-2-fluorobenzoate (0.06 g, 0.1 mmol), THF (0.5 mL), MeOH (0.5 mL), and 1N NaOH (0.5 mL) were stirred together overnight. Solvents were removed and the resulting residue was taken up in water. The solution was acidified with 1N HCl and extracted with ethyl acetate. The extract was dried over sodium sulfate, and evaporated. The resulting residue was triturated with a mixture of ether and hexanes to ... Reactants: C(C)(=O)OC(=C)C (isopropenyl acetate), C1(=CC=C(C=C1)S(=O)(=O)O)C (p-toluenesulfonic acid), ClC=1C=C2CCCC(C2=CC1)=O (6-chloro-1-tetralone). Solvent: CC(=O)C (acetone). Product: C(C)(=O)OC1=CCCC2=CC(=CC=C12)Cl (6-chloro-3,4-dihydronaphthalen-1-yl acetate). As a reaction SMILES: [Cl:1][C:2]1[CH:3]=[C:4]2[C:9](=[CH:10][CH:11]=1)[C:8](=[O:12])[CH2:7][CH2:6][CH2:5]2.[C:13](OC(C)=C)(=[O:15])[CH3:14].C1(C)C=CC(S(O)(=O)=O)=CC=1>CC(C)=O>[C:13]([O:12][C:8]1[C:9]2[C:4](=[CH:3][C:2]([Cl:1])=[CH:11][CH:10]=2)[CH2:5][CH2:6][CH:7]=1)(=[O:15])[CH3:14]. Procedure: In accordance with synthesis scheme 3, 1 mol of known 6-chloro-1-tetralone is refluxed for 5 h together with 2 mol of isopropenyl acetate and 1 g of p-toluenesulfonic acid while the acetone formed is distilled off continuously. After cooling to room temperature, the excess isopropenyl acetate is distilled off, and the residue is shaken with 500 ml of tert-butyl methyl ether and 250 ml of water. The organic phase is dried using sodium sulfate and evaporated, and the residue is distilled under red... Reactants: O=C(n1ccnc1)n1ccnc1, CC(C)(C)OC(=O)N1CCC(NCCc2ccccc2N)CC1, CN(C)C=O, O. Product: CC(C)(C)OC(=O)N1CCC(N2CCc3ccccc3NC2=O)CC1. Reaction SMILES: [C:24](=[O:25])([n:26]1[cH:27][cH:28][n:29][cH:30]1)[n:31]1[cH:32][cH:33][n:34][cH:35]1.[NH2:1][c:2]1[c:3]([CH2:4][CH2:5][NH:6][CH:7]2[CH2:8][CH2:9][N:10]([C:13](=[O:14])[O:15][C:16]([CH3:17])([CH3:18])[CH3:19])[CH2:11][CH2:12]2)[cH:20][cH:21][cH:22][cH:23]1.[O:36]=[CH:37][N:38]([CH3:39])[CH3:40].[OH2:41]>>[NH:1]1[c:2]2[c:3]([cH:20][cH:21][cH:22][cH:23]2)[CH2:4][CH2:5][N:6]([CH:7]2[CH2:8][CH2:9][N:10]([C:13](=[O:14])[O:15][C:16]([CH3:17])([CH3:18])[CH3:19])[CH2:11][CH2:12]2)[C:24]1=[O:25]. The reactants are [H-].[Na+] (sodium hydride), FC(C=1C=C(C=CC1)C1=CCN2C(NC(C=3C=NN1C32)=O)=O)(F)F (8-(3-(Trifluoromethyl)phenyl)-3H,6H-1,4,5a,8a-tetraazaacenaphthylene-3,5(4H)-dione), C(C1=CC=CC=C1)Br (benzyl bromide). Run in CN(C=O)C (N,N-dimethylformamide). Reaction conditions: time 2 hour. Yields the product C1(=CC=CC=C1)CN1C(C=2C=NN3C(=CCN(C1=O)C32)C3=CC(=CC=C3)C(F)(F)F)=O (4-(Phenylmethyl)-8-(3-(trifluoromethyl)phenyl)3H,6H-1,4,5a,8a-tetraazaacenaphthylene 3,5(4H)-dione). RXN SMILES: [F:1][C:2]([F:24])([F:23])[C:3]1[CH:4]=[C:5]([C:9]2[N:19]3[C:20]4[N:12]([C:13](=[O:22])[NH:14][C:15](=[O:21])[C:16]=4[CH:17]=[N:18]3)[CH2:11][CH:10]=2)[CH:6]=[CH:7][CH:8]=1.[H-].[Na+].[CH2:27](Br)[C:28]1[CH:33]=[CH:32][CH:31]=[CH:30][CH:29]=1>CN(C)C=O>[C:28]1([CH2:27][N:14]2[C:13](=[O:22])[N:12]3[C:20]4[N:19]([C:9]([C:5]5[CH:6]=[CH:7][CH:8]=[C:3]([C:2]([F:1])([F:23])[F:24])[CH:4]=5)=[CH:10][CH2:11]3)[N:18]=[CH:17][C:16]=4[C:15]2=[O:21])[CH:33]=[CH:32][CH:31]=[CH:30][CH:29]=1 |f:1.2|. Reported procedure: To a stirred mixture of 4.0 g of 8-(3-(trifluoromethyl)phenyl)-3H,6H-1,4a,8a-tetraazaacenaphthylene3,5(4H)-dione (prepared as described in Example 14) in 40 ml of dry N,N-dimethylformamide, under nitrogen, is added 650 mg of 60 percent sodium hydride (dispersion in mineral oil). The mixture is stirred at room temperature for 2 hours, then 2.5 g of benzyl bromide is added and the mixture is stirred for 40 hours. Yields the product Cc1cc(Br)ccc1N1CCCC2(CCOCC2)C1=O. Starting materials: C1CCOC1, COC(=O)C1(CCCNc2ccc(Br)cc2C)CCOCC1, CO, CCOC(C)=O, ClCCl, [H-], [Na+], [Sn]. As a reaction SMILES: [CH2:28]1[O:29][CH2:30][CH2:31][CH2:32]1.[CH3:1][O:2][C:3](=[O:4])[C:5]1([CH2:11][CH2:12][CH2:13][NH:14][c:15]2[c:16]([CH3:22])[cH:17][c:18]([Br:21])[cH:19][cH:20]2)[CH2:6][CH2:7][O:8][CH2:9][CH2:10]1.[CH3:25][OH:26].[CH3:36][CH2:37][O:38][C:39](=[O:40])[CH3:41].[Cl:33][CH2:34][Cl:35].[H-:24].[Na+:23].[Sn:27]>>[O:2]=[C:3]1[C:5]2([CH2:6][CH2:7][O:8][CH2:9][CH2:10]2)[CH2:11][CH2:12][CH2:13][N:14]1[c:15]1[c:16]([CH3:22])[cH:17][c:18]([Br:21])[cH:19][cH:20]1. Starting materials: CC(=O)[O-], CC(=O)[O-], Cc1ccccc1, CCCc1c(Cc2ccc(-c3ccccc3C#N)cc2F)c(=O)n(C2CCC(O)CC2)c2ncnn12, CCOC(=O)C(C)=[N+]=[N-], [Rh+2]. Product: CCCc1c(Cc2ccc(-c3ccccc3C#N)cc2F)c(=O)n(C2CCC(OC(C)C(=O)OCC)CC2)c2ncnn12. RXN SMILES: [C:53]([O-:54])(=[O:55])[CH3:56].[C:58]([O-:59])(=[O:60])[CH3:61].[CH3:46][c:47]1[cH:48][cH:49][cH:50][cH:51][cH:52]1.[F:1][c:2]1[cH:3][c:4](-[c:29]2[c:30]([C:35]#[N:36])[cH:31][cH:32][cH:33][cH:34]2)[cH:5][cH:6][c:7]1[CH2:8][c:9]1[c:10](=[O:28])[n:11]([CH:21]2[CH2:22][CH2:23][CH:24]([OH:27])[CH2:25][CH2:26]2)[c:12]2[n:13]([c:14]1[CH2:15][CH2:16][CH3:17])[n:18][cH:19][n:20]2.[N+:37](=[N-:38])=[C:39]([C:40](=[O:41])[O:42][CH2:43][CH3:44])[CH3:45].[Rh+2:57]>>[F:1][c:2]1[cH:3][c:4](-[c:29]2[c:30]([C:35]#[N:36])[cH:31][cH:32][cH:33][cH:34]2)[cH:5][cH:6][c:7]1[CH2:8][c:9]1[c:10](=[O:28])[n:11]([CH:21]2[CH2:22][CH2:23][CH:24]([O:27][CH:39]([C:40](=[O:41])[O:42][CH2:43][CH3:44])[CH3:45])[CH2:25][CH2:26]2)[c:12]2[n:13]([c:14]1[CH2:15][CH2:16][CH3:17])[n:18][cH:19][n:20]2.